Dataset: the Open Reaction Database (ORD), a public repository of structured organic reaction records. Task: describe an organic reaction: reactants, conditions, products, and yield Starting materials: BrC1=CC(=C(C(=C1)C)NC(NN)=S)C (4-(4-bromo-2,6-dimethylphenyl)-3-thiosemicarbazide), ClC(C(=O)OCC)C(=O)C (ethyl 2-chloroacetoacetate), Cl (hydrogen chloride). Run in C(C)O (ethanol). Reaction conditions: time 2 hour. The product is BrC1=CC(=C(C(=C1)C)NC1=NNC(=C1C(=O)OCC)C)C (3-[(4-Bromo-2,6-dimethylphenyl)amino]-5-methyl-1H-pyrazole-4-carboxylic acid, ethyl ester). The yield is 20.8%. Reaction SMILES: [Br:1][C:2]1[CH:7]=[C:6]([CH3:8])[C:5]([NH:9][C:10](=S)[NH:11][NH2:12])=[C:4]([CH3:14])[CH:3]=1.Cl[CH:16]([C:22]([CH3:24])=O)[C:17]([O:19][CH2:20][CH3:21])=[O:18].Cl>C(O)C>[Br:1][C:2]1[CH:7]=[C:6]([CH3:8])[C:5]([NH:9][C:10]2[C:16]([C:17]([O:19][CH2:20][CH3:21])=[O:18])=[C:22]([CH3:24])[NH:12][N:11]=2)=[C:4]([CH3:14])[CH:3]=1. Reported procedure: A mixture of 14.6 g (0.06 mole) of 4-(4-bromo-2,6-dimethylphenyl)-3-thiosemicarbazide and 9.93 g (0.06 mole) of ethyl 2-chloroacetoacetate in 60 mL of absolute ethanol was stirred under nitrogen atmosphere for 2 hr, treated with 30 mL of 2N ethanolic hydrogen chloride and heated at reflux until the reaction mixture cleared (3 hr). The reaction mixture was filtered hot then concentrated in vacuo to give an orange solid which, when triturated with warm benzene/ligroin (50:50) and filtered gave 10....